describe an organic reaction: reactants, conditions, products, and yield From a dataset of the Open Reaction Database (ORD), a public repository of structured organic reaction records. Reactants: amide, NC1=C2C(=NC=N1)N(N=C2C2=CC(=C(C=C2)NS(=O)(=O)C2=C(C(=CC=C2)Cl)Cl)F)CC(=O)OC (methyl 2-[4-amino-3-(4-{[(2,3-dichlorophenyl)sulfonyl]amino}-3-fluorophenyl)-1H-pyrazolo[3,4-d]pyrimidin-1-yl]acetate), C(C)N(CCN)CC (N,N-diethylethylenediamine). Yields the product C(C)N(CCNC(CN1N=C(C=2C1=NC=NC2N)C2=CC(=C(C=C2)NS(=O)(=O)C2=C(C(=CC=C2)Cl)Cl)F)=O)CC (N1-[2-(diethylamino)ethyl]-2-[4-amino-3-(4-{[(2,3-dichlorophenyl)sulfonyl]amino}-3-fluorophenyl)-1H-pyrazolo[3,4-d]pyrimidin-1-yl]acetamide). Procedure: The representative procedure for amide formation was used in the reaction of methyl 2-[4-amino-3-(4-{[(2,3-dichlorophenyl)sulfonyl]amino}-3-fluorophenyl)-1H-pyrazolo[3,4-d]pyrimidin-1-yl]acetate (0.035 g, 0.067 mmol) with N,N-diethylethylenediamine (1 mL). Purification by preparative HPLC (25 to 100% acetonitrile in 0.1 M aqueous ammonium acetate over 20 min at 21 mL/min using an 8μ Hypersil HS C18, 250×21 mm column, Rt 7.12-7.98 min) afforded N1-[2-(diethylamino)ethyl]-2-[4-amino-3-(4-{[(2,3-di... RXN SMILES: [NH2:1][C:2]1[N:7]=[CH:6][N:5]=[C:4]2[N:8]([CH2:30][C:31](OC)=[O:32])[N:9]=[C:10]([C:11]3[CH:16]=[CH:15][C:14]([NH:17][S:18]([C:21]4[CH:26]=[CH:25][CH:24]=[C:23]([Cl:27])[C:22]=4[Cl:28])(=[O:20])=[O:19])=[C:13]([F:29])[CH:12]=3)[C:3]=12.[CH2:35]([N:37]([CH2:41][CH3:42])[CH2:38][CH2:39][NH2:40])[CH3:36]>>[CH2:35]([N:37]([CH2:41][CH3:42])[CH2:38][CH2:39][NH:40][C:31](=[O:32])[CH2:30][N:8]1[C:4]2=[N:5][CH:6]=[N:7][C:2]([NH2:1])=[C:3]2[C:10]([C:11]2[CH:16]=[CH:15][C:14]([NH:17][S:18]([C:21]3[CH:26]=[CH:25][CH:24]=[C:23]([Cl:27])[C:22]=3[Cl:28])(=[O:20])=[O:19])=[C:13]([F:29])[CH:12]=2)=[N:9]1)[CH3:36]. The reactants are BrC=1C(=NC=C(C(=O)NC2=CC=C(C=C2)OC(F)(F)F)C1)N1C[C@@H](CC1)O ((R)-5-Bromo-6-(3-hydroxypyrrolidin-1-yl)-N-(4-(trifluoromethoxy)phenyl)nicotinamide), C1OCC12CNCC2 (2-oxa-6-azaspiro[3,4]octane). Yields the product BrC=1C(=NC=C(C(=O)NC2=CC=C(C=C2)OC(F)(F)F)C1)N1CC2(COC2)CC1 (5-Bromo-6-(2-oxa-6-azaspiro[3.4]octan-6-yl)-N-(4-(trifluoromethoxy)phenyl)nicotinamide). As a reaction SMILES: [Br:1][C:2]1[C:3](N2CC[C@@H](O)C2)=[N:4][CH:5]=[C:6]([CH:21]=1)[C:7]([NH:9][C:10]1[CH:15]=[CH:14][C:13]([O:16][C:17]([F:20])([F:19])[F:18])=[CH:12][CH:11]=1)=[O:8].[CH2:28]1[C:31]2([CH2:35][CH2:34][NH:33][CH2:32]2)[CH2:30][O:29]1>>[Br:1][C:2]1[C:3]([N:33]2[CH2:34][CH2:35][C:31]3([CH2:30][O:29][CH2:28]3)[CH2:32]2)=[N:4][CH:5]=[C:6]([CH:21]=1)[C:7]([NH:9][C:10]1[CH:11]=[CH:12][C:13]([O:16][C:17]([F:19])([F:18])[F:20])=[CH:14][CH:15]=1)=[O:8]. Procedure: The title compound was prepared in an analogous fashion to that described in Stage 12.1 using 5-bromo-6-chloro-N-(4-(trifluoromethoxy)phenyl)nicotinamide (Example 35) and 2-oxa-6-azaspiro[3,4]octane to afford white needles. UPLC-MS (condition 1) tR=2.93 min, m/z=471.9/473.9 [M+H]+, m/z=469.9/471.9 [M−H]−; 1H-NMR (400 MHz, DMSO-d6) δ ppm 2.20 (t, J=6.85 Hz, 2H) 3.73 (t, J=6.97 Hz, 2H) 3.95 (s, 2H) 4.51 (d, J=5.87 Hz, 2H) 4.60 (d, J=5.87 Hz, 2H) 7.35 (d, J=8.31 Hz, 2H) 7.82-7.88 (m, 2H) 8.36 (d, J... Starting materials: CCI, CC(C)(C)c1cc(C=C2SCNC2=O)cc(C(C)(C)C)c1O, CCOCC, Cl, [H-], [Na+], C1CCOC1, O. The product is CCN1CSC(=Cc2cc(C(C)(C)C)c(O)c(C(C)(C)C)c2)C1=O. Reaction SMILES: [CH2:25]([CH3:26])[I:27].[CH3:1][C:2]([CH3:3])([CH3:4])[c:5]1[cH:6][c:7]([CH:16]=[C:17]2[C:18](=[O:22])[NH:19][CH2:20][S:21]2)[cH:8][c:9]([C:12]([CH3:13])([CH3:14])[CH3:15])[c:10]1[OH:11].[CH3:34][CH2:35][O:36][CH2:37][CH3:38].[ClH:28].[H-:23].[Na+:24].[O:29]1[CH2:30][CH2:31][CH2:32][CH2:33]1.[OH2:39]>>[CH3:1][C:2]([CH3:3])([CH3:4])[c:5]1[cH:6][c:7]([CH:16]=[C:17]2[C:18](=[O:22])[N:19]([CH2:25][CH3:26])[CH2:20][S:21]2)[cH:8][c:9]([C:12]([CH3:13])([CH3:14])[CH3:15])[c:10]1[OH:11]. Starting materials: COCO[C@H]1CC[C@H]2[C@@H]3C[C@H]4[C@](C[C@H]3CC[C@@H]2C1)(C(=CC4)C#N)C ((3S,4aR,6aR,7aS,10aR,11aR,11bR)-3-(Methoxymethoxy)-7a-methyl-2,3,4,4a,5,6,6a,7,7a,10,10a,11,11a,11b-tetradecahydro-1H-cyclopenta[b]phenanthrene-8-carbonitrile). Reagents/catalysts: [Pd] (Pd/C). Solvent: CCOC(=O)C (EtOAc). Conditions: time 3 hour. The product is COCO[C@H]1CC[C@H]2[C@@H]3C[C@H]4[C@](C[C@H]3CC[C@@H]2C1)([C@H](CC4)C#N)C ((3S,4aR,6aR,7aS,8S,10aS,11aR,11bR)-Hexadecahydro-3-(methoxymethoxy)-7a-methyl-cyclopenta[b]phenanthrene-8-carbonitrile). Yield: 86.5%. As a reaction SMILES: [CH3:1][O:2][CH2:3][O:4][C@@H:5]1[CH2:18][C@@H:17]2[C@H:8]([C@H:9]3[C@H:14]([CH2:15][CH2:16]2)[CH2:13][C@:12]2([CH3:24])[C:19]([C:22]#[N:23])=[CH:20][CH2:21][C@H:11]2[CH2:10]3)[CH2:7][CH2:6]1>CCOC(C)=O.[Pd]>[CH3:1][O:2][CH2:3][O:4][C@@H:5]1[CH2:18][C@@H:17]2[C@H:8]([C@H:9]3[C@H:14]([CH2:15][CH2:16]2)[CH2:13][C@:12]2([CH3:24])[C@@H:19]([C:22]#[N:23])[CH2:20][CH2:21][C@H:11]2[CH2:10]3)[CH2:7][CH2:6]1. Procedure: To a solution of compound 8 (180 mg, 0.6 mmol) in EtOAc (40 mL) was added Pd/C (100 mg) and hydrogenation was carried out under 7 atm H2 at room temperature for 3 h. The reaction was filtered through Celite® 545 which was washed with EtOAc (100 mL). Solvents were removed and the residue was purified by flash column chromatography (silica gel eluted with 10% EtOAc in hexanes) to afford compound 9 (172 mg, 94%): 1H NMR (CDCl3) δ 4.58 (s, 2H), 3.82-3.79 (m, 1H), 3.29 (s, 3H), 0.84 (s, 3H); 13C NMR ... Starting materials: C(C)(C)(C)N(C(C(=O)OCC)=O)CCC(CC#C)(C)C (ethyl 2-(tert-butyl(3,3-dimethylhex-5-ynyl)amino)-2-oxoacetate), [OH-].[K+] (KOH), O1CCOCC1 (dioxane). Run in O (water). Conditions: temperature 50 celsius. Yields the product C(C)(C)(C)N(C(C(=O)O)=O)CCC(CC#C)(C)C (2-(tert-butyl(3,3-dimethylhex-5-ynyl)amino)-2-oxoacetic acid). Isolated yield 106.6%. RXN SMILES: [C:1]([N:5]([CH2:13][CH2:14][C:15]([CH3:20])([CH3:19])[CH2:16][C:17]#[CH:18])[C:6](=[O:12])[C:7]([O:9]CC)=[O:8])([CH3:4])([CH3:3])[CH3:2].[OH-].[K+].O1CCOCC1>O>[C:1]([N:5]([CH2:13][CH2:14][C:15]([CH3:20])([CH3:19])[CH2:16][C:17]#[CH:18])[C:6](=[O:12])[C:7]([OH:9])=[O:8])([CH3:4])([CH3:3])[CH3:2] |f:1.2|. Procedure: A mixture of 250 mg of 24d, 250 mg of KOH, 3 ml of dioxane and 1 ml of water was heated at oil bath at 50° C. for 1 hr. The mixture was poured onto water and extracted once with heptane/ether 1/1. The aqueous phase was acidified with cold 1N HCl to pH3 and extracted with ethyl acetate. The organic extract was once washed with sat. NaCl and dried and concentrated, to give 240 mg of 24e, as colorless oil. NMR (CDCl3) δ 1.00 (s, 6, 2×CH3), 1.50 (s, 9, tertC4H9), 2.00 (t, 1, acetylene), 1.70 (m, 2, ... Starting materials: C=CCC(c1ccc(F)cc1)c1nc(Nc2ccc(-n3cnc(C)n3)c(OC)c2)nn1CC=C, O=C(O)C(F)(F)F. The product is COc1cc(Nc2nc3n(n2)CC=CCC3c2ccc(F)cc2)ccc1-n1cnc(C)n1. Reaction SMILES: [CH2:1]([CH:2]=[CH2:3])[n:4]1[n:5][c:6]([NH:20][c:21]2[cH:22][c:23]([O:33][CH3:34])[c:24](-[n:27]3[n:28][c:29]([CH3:32])[n:30][cH:31]3)[cH:25][cH:26]2)[n:7][c:8]1[CH:9]([CH2:10][CH:11]=[CH2:12])[c:13]1[cH:14][cH:15][c:16]([F:19])[cH:17][cH:18]1.[F:35][C:36]([F:37])([F:38])[C:39]([OH:40])=[O:41]>>[CH2:1]1[n:4]2[n:5][c:6]([NH:20][c:21]3[cH:22][c:23]([O:33][CH3:34])[c:24](-[n:27]4[n:28][c:29]([CH3:32])[n:30][cH:31]4)[cH:25][cH:26]3)[n:7][c:8]2[CH:9]([c:13]2[cH:14][cH:15][c:16]([F:19])[cH:17][cH:18]2)[CH2:10][CH:11]=[CH:12]1.